Dataset: the Open Reaction Database (ORD), a public repository of structured organic reaction records. Task: describe an organic reaction: reactants, conditions, products, and yield The reactants are C(C1=CC=CC=C1)NO (N-benzylhydroxylamine), [Cl-].[Ca+2].[Cl-] (calcium chloride), [Si](C)(C)(C(C)(C)C)OC[C@@H](C=O)C ((S)-(+)-3-(t-butyldimethylsilyloxy)-2-methylpropanal). Run in CCOCC (ether). Conditions: time 1 hour. Yields the product [Si](C)(C)(C(C)(C)C)OC[C@@H](C=[N+](CC1=CC=CC=C1)[O-])C ((R)-(-)-N-(3-t-butyldimethylsilyloxy-2-methylpropylidene)benzylamine-N-oxide). The yield is 64.0%. As a reaction SMILES: [CH2:1]([NH:8][OH:9])[C:2]1[CH:7]=[CH:6][CH:5]=[CH:4][CH:3]=1.[Cl-].[Ca+2].[Cl-].[Si:13]([O:20][CH2:21][C@H:22]([CH3:25])[CH:23]=O)([C:16]([CH3:19])([CH3:18])[CH3:17])([CH3:15])[CH3:14]>CCOCC>[Si:13]([O:20][CH2:21][C@H:22]([CH3:25])[CH:23]=[N+:8]([O-:9])[CH2:1][C:2]1[CH:7]=[CH:6][CH:5]=[CH:4][CH:3]=1)([C:16]([CH3:17])([CH3:18])[CH3:19])([CH3:14])[CH3:15] |f:1.2.3|. Procedure details: To a mixture of N-benzylhydroxylamine prepared by the method as described in J. Am. Chem. Soc., 93, 2897 (1971) (368 mg; 3.0 mmol) and calcium chloride (3.30 mg; 3.0 mmol), anhydrous ether (30 ml) was added in argon stream, and (S)-(+)-3-(t-butyldimethylsilyloxy)-2-methylpropanal (600 mg; 3.0 mmol) was added dropwise thereto at 0° C. Stirring was continued at the same temperature for 1 hour and then at room temperature for 2 hours. The reaction mixture was filtered, and the filtrate was distille... The reactants are CCOC(=O)C(C)(C)CC(N)Cc1ccc(-c2ccccc2)cc1, C1COCCO1, CCCCO, CCN=C=NCCCN(C)C, Cl, CN(C)C=O, O=C(O)c1cc(O)no1, On1nnc2ccccc21. The product is CCOC(=O)C(C)(C)CC(Cc1ccc(-c2ccccc2)cc1)NC(=O)c1cc(O)no1. Reaction SMILES: [CH2:1]([CH3:2])[O:3][C:4]([C:5]([CH2:6][CH:7]([CH2:8][c:9]1[cH:10][cH:11][c:12](-[c:15]2[cH:16][cH:17][cH:18][cH:19][cH:20]2)[cH:13][cH:14]1)[NH2:21])([CH3:22])[CH3:23])=[O:24].[CH2:56]1[O:57][CH2:58][CH2:59][O:60][CH2:61]1.[CH2:67]([OH:68])[CH2:69][CH2:70][CH3:71].[CH3:35][CH2:36][N:37]=[C:38]=[N:39][CH2:40][CH2:41][CH2:42][N:43]([CH3:44])[CH3:45].[ClH:25].[O:62]=[CH:63][N:64]([CH3:65])[CH3:66].[OH:26][c:27]1[n:28][o:29][c:30]([C:32](=[O:33])[OH:34])[cH:31]1.[OH:46][n:47]1[c:48]2[c:49]([cH:50][cH:51][cH:52][cH:53]2)[n:54][n:55]1>>[CH2:1]([CH3:2])[O:3][C:4]([C:5]([CH2:6][CH:7]([CH2:8][c:9]1[cH:10][cH:11][c:12](-[c:15]2[cH:16][cH:17][cH:18][cH:19][cH:20]2)[cH:13][cH:14]1)[NH:21][C:32]([c:30]1[o:29][n:28][c:27]([OH:26])[cH:31]1)=[O:33])([CH3:22])[CH3:23])=[O:24]. The reactants are [H-].[Na+] (Sodium hydride), ClC1=CC=C(C=2N3C(=NC21)N(CCC3)C3=C(C=C(C=C3)Cl)Cl)C(CO)(C)C (2-[9-chloro-1-(2,4-dichlorophenyl)-1,2,3,4-tetrahydropyrimido[1,2-a]benzimidazol-6-yl]-2-methylpropan-1-ol), CI (methyl iodide). Run in [Cl-].[NH4+] (ammonium chloride), CN(C=O)C (N,N-dimethylformamide). Run at time 5 minute. The product is ClC1=CC=C(C=2N3C(=NC21)N(CCC3)C3=C(C=C(C=C3)Cl)Cl)C(COC)(C)C (9-Chloro-1-(2,4-dichlorophenyl)-6-(2-methoxy-1,1-dimethylethyl)-1,2,3,4-tetrahydropyrimido[1,2-a]benzimidazole). The yield is 76.5%. RXN SMILES: [H-].[Na+].[Cl:3][C:4]1[C:12]2[N:11]=[C:10]3[N:13]([C:17]4[CH:22]=[CH:21][C:20]([Cl:23])=[CH:19][C:18]=4[Cl:24])[CH2:14][CH2:15][CH2:16][N:9]3[C:8]=2[C:7]([C:25]([CH3:29])([CH3:28])[CH2:26][OH:27])=[CH:6][CH:5]=1.[CH3:30]I>CN(C)C=O.[Cl-].[NH4+]>[Cl:3][C:4]1[C:12]2[N:11]=[C:10]3[N:13]([C:17]4[CH:22]=[CH:21][C:20]([Cl:23])=[CH:19][C:18]=4[Cl:24])[CH2:14][CH2:15][CH2:16][N:9]3[C:8]=2[C:7]([C:25]([CH3:29])([CH3:28])[CH2:26][O:27][CH3:30])=[CH:6][CH:5]=1 |f:0.1,5.6|. Procedure details: Sodium hydride (60% in oil, 10.2 mg, 0.255 mmol) was added to a stirred solution of 2-[9-chloro-1-(2,4-dichlorophenyl)-1,2,3,4-tetrahydropyrimido[1,2-a]benzimidazol-6-yl]-2-methylpropan-1-ol (90.3 mg, 0.213 mmol) in N,N-dimethylformamide (2.0 mL) at room temperature. After stirring 5 min, methyl iodide (45.1 mg, 0.320 mmol) was added to the mixture, and the mixture was stirred at room temperature for 50 min. The mixture was diluted with aqueous saturated ammonium chloride, and extracted with eth...